From a dataset of the Open Reaction Database (ORD), a public repository of structured organic reaction records. describe an organic reaction: reactants, conditions, products, and yield The reactants are CCOC(=O)C(C)(C)Br, CCO, CCC(C)(C)S, [K+], [OH-]. The product is CCOC(=O)C(C)(C)SC(C)(C)CC. Reaction SMILES: [Br:1][C:2]([C:3](=[O:4])[O:5][CH2:6][CH3:7])([CH3:8])[CH3:9].[CH2:18]([OH:19])[CH3:20].[CH3:10][C:11]([CH3:12])([CH2:13][CH3:14])[SH:15].[K+:17].[OH-:16]>>[C:2]([C:3](=[O:4])[O:5][CH2:6][CH3:7])([CH3:8])([CH3:9])[S:15][C:11]([CH3:10])([CH3:12])[CH2:13][CH3:14]. The reactants are COC(=O)c1ccn2cncc2c1Nc1ccc(Br)cc1Cl, CCN=C=NCCCN(C)C, CCOC(C)=O, C=COCCON, [Na+], [OH-], On1nnc2ccccc21. Yields the product C=COCCONC(=O)c1ccn2cncc2c1Nc1ccc(Br)cc1Cl. Reaction SMILES: [CH3:1][O:2][C:3](=[O:4])[c:5]1[c:6]([NH:14][c:15]2[c:16]([Cl:22])[cH:17][c:18]([Br:21])[cH:19][cH:20]2)[c:7]2[n:8]([cH:9][cH:10]1)[cH:11][n:12][cH:13]2.[CH3:32][CH2:33][N:34]=[C:35]=[N:36][CH2:37][CH2:38][CH2:39][N:40]([CH3:41])[CH3:42].[CH3:53][CH2:54][O:55][C:56](=[O:57])[CH3:58].[CH:25](=[CH2:26])[O:27][CH2:28][CH2:29][O:30][NH2:31].[Na+:24].[OH-:23].[OH:43][n:44]1[c:45]2[c:46]([cH:47][cH:48][cH:49][cH:50]2)[n:51][n:52]1>>[C:3](=[O:4])([c:5]1[c:6]([NH:14][c:15]2[c:16]([Cl:22])[cH:17][c:18]([Br:21])[cH:19][cH:20]2)[c:7]2[n:8]([cH:9][cH:10]1)[cH:11][n:12][cH:13]2)[NH:31][O:30][CH2:29][CH2:28][O:27][CH:25]=[CH2:26]. Reactants: C(CC)N(CCCN(C\C=C\CN(CCCN(C(=O)OC(C)(C)C)CCC)C(=O)OC(C)(C)C)C(=O)OC(C)(C)C)C(=O)OC(C)(C)C ((E)-1,14-di-propyl-1,5,10,14-tetra-BOC-1,5,10,14-tetraazatetradec-7-ene), Cl (hydrochloric acid). Solvent: C(C)OCC (diethyl ether). Conditions: time 15 hour. The product is Cl.Cl.Cl.Cl.C(CC)NCCCNC\C=C\CNCCCNCCC ((E)-1,14Di-propyl-1,5,10,14-tetraazatetradec-7-ene tetrahydrochloride). RXN SMILES: [CH2:1]([N:4](C(OC(C)(C)C)=O)[CH2:5][CH2:6][CH2:7][N:8](C(OC(C)(C)C)=O)[CH2:9]/[CH:10]=[CH:11]/[CH2:12][N:13](C(OC(C)(C)C)=O)[CH2:14][CH2:15][CH2:16][N:17]([CH2:25][CH2:26][CH3:27])C(OC(C)(C)C)=O)[CH2:2][CH3:3].[ClH:49]>C(OCC)C>[ClH:49].[ClH:49].[ClH:49].[ClH:49].[CH2:25]([NH:17][CH2:16][CH2:15][CH2:14][NH:13][CH2:12]/[CH:11]=[CH:10]/[CH2:9][NH:8][CH2:7][CH2:6][CH2:5][NH:4][CH2:1][CH2:2][CH3:3])[CH2:26][CH3:27] |f:3.4.5.6.7|. Procedure: A mixture of 1.26 g (1.84 mmol) of (E)-1,14-di-propyl-1,5,10,14-tetra-BOC-1,5,10,14-tetraazatetradec-7-ene and 19 ml of 3N methanolic hydrochloric acid is stirred for 15 h at room temperature. The reaction mixture is then diluted with 19 ml of diethyl ether, the mixture is filtered, and the filtration residue is washed with diethyl ether. Drying under a high vacuum at 100° C. yields the crystalline title compound (m.p. >260° C.). 1H-NMR (D2O): δ0.95(t,6H); 1.62-1.75(m,4H); 2.05-2.16(m,4H); 3.02(... Run at temperature 25 celsius, time 22 hour. RXN SMILES: [CH:1]1([C@@:4]2([CH2:11][NH:12]C(=O)OC(C)(C)C)[C:8](=[O:9])[NH:7][C:6](=[O:10])[NH:5]2)[CH2:3][CH2:2]1.[ClH:20]>CO.O1CCOCC1.C1(C)C=CC=CC=1>[ClH:20].[NH2:12][CH2:11][C@@:4]1([CH:1]2[CH2:2][CH2:3]2)[NH:5][C:6](=[O:10])[NH:7][C:8]1=[O:9] |f:5.6|. Procedure: tert-butyl N-[[(4R)-4-cyclopropyl-2,5-dioxo-imidazolidin-4-yl]methyl]carbamate (310 g, 1151 mmol) is dissolved in MeOH (3.1 L) at 6° C. 4M HCl in dioxane (310 mL) is added and the mixture warmed to 25° C. After stirring for 22 h, a second portion of 4M HCl in dioxane (110 mL) is added and stiffing continued for an additional 16 h. The reaction is then allowed to sit with no agitation for 2 days. The mixture is then diluted with toluene (6 L). The title compound is collected by filtration of the ... Reactants: Cl (HCl), Cl (HCl), C1(CC1)[C@@]1(NC(NC1=O)=O)CNC(OC(C)(C)C)=O (tert-butyl N-[[(4R)-4-cyclopropyl-2,5-dioxo-imidazolidin-4-yl]methyl]carbamate). Yields the product Cl.NC[C@@]1(C(NC(N1)=O)=O)C1CC1 ((5R)-5-(aminomethyl)-5-cyclopropyl-imidazolidine-2,4-dione hydrochloride). The solvent is O1CCOCC1 (dioxane), C1(=CC=CC=C1)C (toluene), O1CCOCC1 (dioxane), CO (MeOH). Reactants: ClCCl, C[Al](C)C, COC(=O)Nc1nc(OC)nc(OC)n1, CC(=O)O, Cl, O, NS(=O)(=O)c1cccc2c1SCCS2. Yields the product COc1nc(NC(=O)NS(=O)(=O)c2cccc3c2SCCS3)nc(OC)n1. RXN SMILES: [CH2:35]([Cl:36])[Cl:37].[CH3:15][Al:16]([CH3:17])[CH3:18].[CH3:19][O:20][c:21]1[n:22][c:23]([NH:29][C:30]([O:31][CH3:33])=[O:32])[n:24][c:25]([O:27][CH3:28])[n:26]1.[CH3:38][C:39](=[O:40])[OH:41].[ClH:34].[OH2:42].[S:1]1[CH2:2][CH2:3][S:4][c:5]2[c:6]1[cH:7][cH:8][cH:9][c:10]2[S:11](=[O:12])(=[O:13])[NH2:14]>>[S:1]1[CH2:2][CH2:3][S:4][c:5]2[c:6]1[cH:7][cH:8][cH:9][c:10]2[S:11](=[O:12])(=[O:13])[NH:14][C:30]([NH:29][c:23]1[n:22][c:21]([O:20][CH3:19])[n:26][c:25]([O:27][CH3:28])[n:24]1)=[O:31]. Reactants: NC=1C=C(C=CC1OCC(C)C)C=1SC(=C(N1)C)C(=O)OCC (Ethyl 2-(3-amino-4-isobutyloxyphenyl)-4-methyl-5-thiazolecarboxylate), F[B-](F)(F)F.O=[N+]=O (nitronium tetrafluoroborate). Run at time 4 hour. Procedure: 330 mg of Ethyl 2-(3-amino-4-isobutyloxyphenyl)-4-methyl-5-thiazolecarboxylate was dissolved in 15 ml of methylene chloride, 130 mg of nitronium tetrafluoroborate was added thereto with ice cooling, followed by stirring for 4 hours. The reaction mixture was concentrated, irradiated with a UV lamp at 300 nm for 20 hours and purified by silica gel chromatography to give 175 mg of ethyl 2-(3-fluoro-4-isobutyloxyphenyl)-4-methyl-5-thiazolecarboxylate. This product was hydrolyzed by a conventional pr... Reaction SMILES: N[C:2]1[CH:3]=[C:4]([C:13]2[S:14][C:15]([C:19]([O:21][CH2:22][CH3:23])=[O:20])=[C:16]([CH3:18])[N:17]=2)[CH:5]=[CH:6][C:7]=1[O:8][CH2:9][CH:10]([CH3:12])[CH3:11].[F:24][B-](F)(F)F.O=[N+]=O>C(Cl)Cl>[F:24][C:2]1[CH:3]=[C:4]([C:13]2[S:14][C:15]([C:19]([O:21][CH2:22][CH3:23])=[O:20])=[C:16]([CH3:18])[N:17]=2)[CH:5]=[CH:6][C:7]=1[O:8][CH2:9][CH:10]([CH3:12])[CH3:11] |f:1.2|. The product is FC=1C=C(C=CC1OCC(C)C)C=1SC(=C(N1)C)C(=O)OCC (ethyl 2-(3-fluoro-4-isobutyloxyphenyl)-4-methyl-5-thiazolecarboxylate). Yield: 53.0%. Run in C(Cl)Cl (methylene chloride).